The task is: describe an organic reaction: reactants, conditions, products, and yield. This data is from the Open Reaction Database (ORD), a public repository of structured organic reaction records. Starting materials: CCNCC, CC(=O)C=CC(=O)Cl. Yields the product CCN(CC)C(=O)C=CC(C)=O. Reaction SMILES: [CH2:9]([CH3:10])[NH:11][CH2:12][CH3:13].[O:1]=[C:2]([CH:3]=[CH:4][C:5](=[O:6])[Cl:7])[CH3:8]>>[O:1]=[C:2]([CH:3]=[CH:4][C:5](=[O:6])[N:11]([CH2:9][CH3:10])[CH2:12][CH3:13])[CH3:8]. The reactants are BrC=1C=CC(=NC1)C=1NC(=CC1)C(CC1CCOCC1)C1=CC=C(C=C1)S(=O)(=O)C (5-bromo-2-(5-{1-[4-(methylsulfonyl)phenyl]-2-(tetrahydro-2H-pyran-4-yl)ethyl}-1H-pyrrol-2-yl)pyridine), C(CCC)[Sn](C=C)(CCCC)CCCC (tributyl(vinyl)tin). The reagents and catalysts are C=1C=CC(=CC1)[P](C=2C=CC=CC2)(C=3C=CC=CC3)[Pd]([P](C=4C=CC=CC4)(C=5C=CC=CC5)C=6C=CC=CC6)([P](C=7C=CC=CC7)(C=8C=CC=CC8)C=9C=CC=CC9)[P](C=1C=CC=CC1)(C=1C=CC=CC1)C=1C=CC=CC1 (tetrakistriphenylphosphinepalladium(0)). The solvent is C1(=CC=CC=C1)C (toluene). Reaction conditions: temperature 110 celsius, time 8 hour. Product: C(=C)C=1C=CC(=NC1)C=1NC(=CC1)C(CC1CCOCC1)C1=CC=C(C=C1)S(=O)(=O)C (5-ethenyl-2-(5-{1-[4-(methylsulfonyl)phenyl]-2-(tetrahydro-2H-pyran-4-yl)ethyl}-1H-pyrrol-2-yl)pyridine). The yield is 71.0%. Reaction SMILES: Br[C:2]1[CH:3]=[CH:4][C:5]([C:8]2[NH:9][C:10]([CH:13]([C:21]3[CH:26]=[CH:25][C:24]([S:27]([CH3:30])(=[O:29])=[O:28])=[CH:23][CH:22]=3)[CH2:14][CH:15]3[CH2:20][CH2:19][O:18][CH2:17][CH2:16]3)=[CH:11][CH:12]=2)=[N:6][CH:7]=1.[CH2:31]([Sn](CCCC)(CCCC)C=C)[CH2:32]CC>C1(C)C=CC=CC=1.C1C=CC([P]([Pd]([P](C2C=CC=CC=2)(C2C=CC=CC=2)C2C=CC=CC=2)([P](C2C=CC=CC=2)(C2C=CC=CC=2)C2C=CC=CC=2)[P](C2C=CC=CC=2)(C2C=CC=CC=2)C2C=CC=CC=2)(C2C=CC=CC=2)C2C=CC=CC=2)=CC=1>[CH:31]([C:2]1[CH:3]=[CH:4][C:5]([C:8]2[NH:9][C:10]([CH:13]([C:21]3[CH:22]=[CH:23][C:24]([S:27]([CH3:30])(=[O:28])=[O:29])=[CH:25][CH:26]=3)[CH2:14][CH:15]3[CH2:16][CH2:17][O:18][CH2:19][CH2:20]3)=[CH:11][CH:12]=2)=[N:6][CH:7]=1)=[CH2:32] |^1:56,58,77,96|. Reported procedure: To a solution of 5-bromo-2-(5-{1-[4-(methylsulfonyl)phenyl]-2-(tetrahydro-2H-pyran-4-yl)ethyl}-1H-pyrrol-2-yl)pyridine (1.50 g) in toluene (20 mL) were added tributyl(vinyl)tin (900 μL) and tetrakistriphenylphosphinepalladium(0) (315 mg), and the mixture was stirred under argon atmosphere at 110° C. overnight. After cooling to room temperature, the reaction mixture was concentrated, and the residue was subjected to silica gel column chromatography. The title compound (950 mg, yield 71%) was obta... Reactants: O=C(O)c1cc(OC(Cn2ccnc2)c2ccc(F)cc2)ccc1CCc1ccc(F)cc1, CSCCC(N)C(=O)OC1CCCC1. The product is CSCCC(NC(=O)c1cc(OC(Cn2ccnc2)c2ccc(F)cc2)ccc1CCc1ccc(F)cc1)C(=O)OC1CCCC1. Reaction SMILES: [F:1][c:2]1[cH:3][cH:4][c:5]([CH:8]([CH2:9][n:10]2[cH:11][n:12][cH:13][cH:14]2)[O:15][c:16]2[cH:17][cH:18][c:19]([CH2:25][CH2:26][c:27]3[cH:28][cH:29][c:30]([F:33])[cH:31][cH:32]3)[c:20]([C:21](=[O:22])[OH:23])[cH:24]2)[cH:6][cH:7]1.[NH2:34][CH:35]([C:36](=[O:37])[O:38][CH:39]1[CH2:40][CH2:41][CH2:42][CH2:43]1)[CH2:44][CH2:45][S:46][CH3:47]>>[F:1][c:2]1[cH:3][cH:4][c:5]([CH:8]([CH2:9][n:10]2[cH:11][n:12][cH:13][cH:14]2)[O:15][c:16]2[cH:17][cH:18][c:19]([CH2:25][CH2:26][c:27]3[cH:28][cH:29][c:30]([F:33])[cH:31][cH:32]3)[c:20]([C:21](=[O:22])[NH:34][CH:35]([C:36](=[O:37])[O:38][CH:39]3[CH2:40][CH2:41][CH2:42][CH2:43]3)[CH2:44][CH2:45][S:46][CH3:47])[cH:24]2)[cH:6][cH:7]1. Reactants: C=C(C=Cc1ccc(O)cc1C#N)OCC, CCOC(C)=O, [H][H]. The product is C=C(CCc1ccc(O)cc1C#N)OCC. Reaction SMILES: [CH2:1]([CH3:2])[O:3][C:4]([CH:5]=[CH:6][c:7]1[c:8]([C:9]#[N:10])[cH:11][c:12]([OH:15])[cH:13][cH:14]1)=[CH2:16].[CH3:19][CH2:20][O:21][C:22]([CH3:23])=[O:24].[H:17][H:18]>>[CH2:1]([CH3:2])[O:3][C:4]([CH2:5][CH2:6][c:7]1[c:8]([C:9]#[N:10])[cH:11][c:12]([OH:15])[cH:13][cH:14]1)=[CH2:16]. Reactants: COC(C(=O)OC)NC(C=C)=O (methyl acrylamidoglycolate methyl ether), C(C=C)#N (acrylonitrile), azobisisobutyrylnitrile. Solvent: CO (methanol). Reaction conditions: temperature 60 celsius. Yields the product COC(C(=O)OC)NC(C=C)=O.C(C=C)#N (Methyl Acrylamidoglycolate Methyl Ether Acrylonitrile). Reaction SMILES: [CH3:1][O:2][CH:3]([NH:8][C:9](=[O:12])[CH:10]=[CH2:11])[C:4]([O:6][CH3:7])=[O:5].[C:13](#[N:16])[CH:14]=[CH2:15]>CO>[CH3:1][O:2][CH:3]([NH:8][C:9](=[O:12])[CH:10]=[CH2:11])[C:4]([O:6][CH3:7])=[O:5].[C:13](#[N:16])[CH:14]=[CH2:15] |f:3.4|. Procedure details: To a 5 liter 3-neck round bottom flask were added 233.6 grams (1.35 mole) of methyl acrylamidoglycolate methyl ether (MAGME™), 71.6 grams (1.35 mole) of acrylonitrile, and 246.8 grams of methanol solvent. The comonomer molar mix in this Example was 50:50. The flask was equipped with a water condenser, an Argon inlet and an Argon outlet to a bubbler to ensure that a positive Argon flow was maintained in the reaction vessel throughout the polymerization period. The mixture was mechanically stirred... Starting materials: NN1CCN(CC1)C1=C(C=CC=C1)OC (1-amino-4-(2-methoxyphenyl)piperazine), ClC1=C(C=C(C(=O)Cl)C=C1)S(N)(=O)=O (4-chloro-3-sulfamoylbenzoyl chloride). Run in C(C)N(CC)CC (triethylamine). Product: ClC1=C(C=C(C(=O)NN2CCN(CC2)C2=C(C=CC=C2)OC)C=C1)S(N)(=O)=O (4-Chloro-N-[4-(2-methoxyphenyl)-1-piperazinyl]-3-sulfamoylbenzamide). RXN SMILES: [NH2:1][N:2]1[CH2:7][CH2:6][N:5]([C:8]2[CH:13]=[CH:12][CH:11]=[CH:10][C:9]=2[O:14][CH3:15])[CH2:4][CH2:3]1.[Cl:16][C:17]1[CH:25]=[CH:24][C:20]([C:21](Cl)=[O:22])=[CH:19][C:18]=1[S:26](=[O:29])(=[O:28])[NH2:27]>C(N(CC)CC)C>[Cl:16][C:17]1[CH:25]=[CH:24][C:20]([C:21]([NH:1][N:2]2[CH2:3][CH2:4][N:5]([C:8]3[CH:13]=[CH:12][CH:11]=[CH:10][C:9]=3[O:14][CH3:15])[CH2:6][CH2:7]2)=[O:22])=[CH:19][C:18]=1[S:26](=[O:28])(=[O:29])[NH2:27]. Procedure details: To a mixture of 1 g of 1-amino-4-(2-methoxyphenyl)piperazine and 1 ml of triethylamine was added 1.25 g of 4-chloro-3-sulfamoylbenzoyl chloride under stirring at room temperature. The reaction mixture was stirred at room temperature for 9 hours. The resulting precipitate was filtered, washed with water and recrystallized from ethanol to afford a title compound in a yield of 1.20 g (60%) as colorless needle crystals, mp 231°-233° C. Starting materials: NC1=NC(=NC(=C1Br)NCC#C)N1N=CC(=C1)C(=O)OCC (ethyl 1-[4-amino-5-bromo-6-(prop-2-ynylamino)pyrimidin-2-yl]-1H-pyrazole-4-carboxylate), C(C#C)N (propargylamine), ester, NC1=NC(=NC(=C1Br)Cl)N1N=CC(=C1)C(=O)OCC (ethyl 1-(4-amino-5-bromo-6-chloropyrimidin-2-yl)-1H-pyrazole-4-carboxylate), NC1=NC(=NC(=C1Br)Cl)N1N=CC(=C1)C(=O)OCC (ethyl 1-(4-amino-5-bromo-6-chloropyrimidin-2-yl)-1H-pyrazole-4-carboxylate), [OH-].[Na+] (sodium hydroxide). Yields the product NC1=NC(=NC(=C1Br)NCC#C)N1N=CC(=C1)C(=O)O (1-[4-amino-5-bromo-6-(prop-2-ynylamino)pyrimidin-2-yl]-1H-pyrazole-4-carboxylic acid). Reaction SMILES: [NH2:1][C:2]1[C:7]([Br:8])=[C:6]([NH:9][CH2:10][C:11]#[CH:12])[N:5]=[C:4]([N:13]2[CH:17]=[C:16]([C:18]([O:20]CC)=[O:19])[CH:15]=[N:14]2)[N:3]=1.NC1C(Br)=C(Cl)N=C(N2C=C(C(OCC)=O)C=N2)N=1.C(N)C#C.[OH-].[Na+]>>[NH2:1][C:2]1[C:7]([Br:8])=[C:6]([NH:9][CH2:10][C:11]#[CH:12])[N:5]=[C:4]([N:13]2[CH:17]=[C:16]([C:18]([OH:20])=[O:19])[CH:15]=[N:14]2)[N:3]=1 |f:3.4|. Procedure: The ethyl 1-[4-amino-5-bromo-6-(prop-2-ynylamino)pyrimidin-2-yl]-1H-pyrazole-4-carboxylate was obtained using the procedure described for example 1, but starting from ethyl 1-(4-amino-5-bromo-6-chloropyrimidin-2-yl)-1H-pyrazole-4-carboxylate (intermediate 18) and propargylamine. The ester was hydrolyzed with 1 M sodium hydroxide (10 eq.). The resulting sodium salt solution was extracted three times with 10 ml of DCM to remove organic impurities. The aqueous phase was acidified with 4 M HCl, the ...